This data is from the Open Reaction Database (ORD), a public repository of structured organic reaction records. The task is: describe an organic reaction: reactants, conditions, products, and yield Reagents/catalysts: C=1C=CC(=CC1)/C=C/C(=O)/C=C/C2=CC=CC=C2.C=1C=CC(=CC1)/C=C/C(=O)/C=C/C2=CC=CC=C2.C=1C=CC(=CC1)/C=C/C(=O)/C=C/C2=CC=CC=C2.[Pd].[Pd] (Pd2(dba)3). The yield is 79.2%. The reactants are COC1=CC=C(CN(S(=O)(=O)C=2C=CC3=C(OCCN3)C2)C=2SC=CN2)C=C1 (N-(4-methoxybenzyl)-N-(thiazol-2-yl)-3,4-dihydro-2H-benzo[b][1,4]oxazine-7-sulfonamide), CC1(C2=C(C(=CC=C2)P(C3=CC=CC=C3)C4=CC=CC=C4)OC5=C(C=CC=C51)P(C6=CC=CC=C6)C7=CC=CC=C7)C (xantphos), BrC1=C(C=CC(=C1)Cl)I (2-bromo-4-chloro-1-iodobenzene), CC(C)([O-])C.[Na+] (sodium tert-butoxide). Product: BrC1=C(C=CC(=C1)Cl)N1C2=C(OCC1)C=C(C=C2)S(=O)(=O)N(C=2SC=CN2)CC2=CC=C(C=C2)OC (4-(2-bromo-4-chlorophenyl)-N-(4-methoxybenzyl)-N-(thiazol-2-yl)-3,4-dihydro-2H-benzo[b][1,4]oxazine-7-sulfonamide). Reaction conditions: temperature 130 celsius, time 15 minute. Run in C1(=CC=CC=C1)C (toluene). Reaction SMILES: [CH3:1][O:2][C:3]1[CH:28]=[CH:27][C:6]([CH2:7][N:8]([C:22]2[S:23][CH:24]=[CH:25][N:26]=2)[S:9]([C:12]2[CH:13]=[CH:14][C:15]3[NH:20][CH2:19][CH2:18][O:17][C:16]=3[CH:21]=2)(=[O:11])=[O:10])=[CH:5][CH:4]=1.CC1(C)C2C(=C(P(C3C=CC=CC=3)C3C=CC=CC=3)C=CC=2)OC2C(P(C3C=CC=CC=3)C3C=CC=CC=3)=CC=CC1=2.[Br:71][C:72]1[CH:77]=[C:76]([Cl:78])[CH:75]=[CH:74][C:73]=1I.CC(C)([O-])C.[Na+]>C1(C)C=CC=CC=1.C1C=CC(/C=C/C(/C=C/C2C=CC=CC=2)=O)=CC=1.C1C=CC(/C=C/C(/C=C/C2C=CC=CC=2)=O)=CC=1.C1C=CC(/C=C/C(/C=C/C2C=CC=CC=2)=O)=CC=1.[Pd].[Pd]>[Br:71][C:72]1[CH:77]=[C:76]([Cl:78])[CH:75]=[CH:74][C:73]=1[N:20]1[CH2:19][CH2:18][O:17][C:16]2[CH:21]=[C:12]([S:9]([N:8]([CH2:7][C:6]3[CH:5]=[CH:4][C:3]([O:2][CH3:1])=[CH:28][CH:27]=3)[C:22]3[S:23][CH:24]=[CH:25][N:26]=3)(=[O:11])=[O:10])[CH:13]=[CH:14][C:15]1=2 |f:3.4,6.7.8.9.10|. Reported procedure: A microwave vial was charged with INTERMEDIATE M (0.500 g, 1.198 mmol), xantphos (0.139 g, 0.240 mmol), 2-bromo-4-chloro-1-iodobenzene (0.570 g, 1.796 mmol), Pd2(dba)3 (0.110 g, 0.120 mmol) and sodium tert-butoxide (0.230 g, 2.395 mmol). The mixture was diluted with toluene (11.98 mL), and purged with nitrogen, and stirred at 130° C. in the microwave for 15 minutes. After completion, the reaction was diluted with water, and washed with DCM. The organics were dried using a phase separator and con... The reactants are N1=C(N=CC=C1)NCC1CCN(CC1)C(=O)OCC1=CC=CC=C1 (Benzyl 4-[(2-pyrimidinylamino)methyl]-1-piperidinecarboxylate), C=1C=CC2=C(C1)N=NN2O (HOBT), S1C(=CC=C1)CCCC(=O)O (4-thiophen-2-yl-butyric acid), N1CCCCC1 (piperidine), C(CCl)Cl (EDC). Solvent: CN(C)C=O (DMF). Reaction conditions: time 2 hour. The product is N1=C(N=CC=C1)NCC1CCN(CC1)C(CCCC=1SC=CC1)=O (1-[4-(pyrimidin-2-ylaminomethyl)-piperidin-1-yl]4-thiophen-2-yl-butan-1-one). Reaction SMILES: [N:1]1[CH:6]=[CH:5][CH:4]=[N:3][C:2]=1[NH:7][CH2:8][CH:9]1[CH2:14][CH2:13][N:12]([C:15]([O:17]CC2C=CC=CC=2)=O)[CH2:11][CH2:10]1.N1CCCCC1.C(Cl)CCl.C1C=CC2N(O)N=NC=2C=1.[S:45]1[CH:49]=[CH:48][CH:47]=[C:46]1[CH2:50][CH2:51][CH2:52]C(O)=O>CN(C=O)C>[N:3]1[CH:4]=[CH:5][CH:6]=[N:1][C:2]=1[NH:7][CH2:8][CH:9]1[CH2:10][CH2:11][N:12]([C:15](=[O:17])[CH2:52][CH2:51][CH2:50][C:46]2[S:45][CH:49]=[CH:48][CH:47]=2)[CH2:13][CH2:14]1. Procedure: Benzyl 4-[(2-pyrimidinylamino)methyl]-1-piperidinecarboxylate (EXAMPLE 16) was hydrogenated as described in EXAMPLE 30, Step 1. The resulting piperidine was combined with EDC (1.3 equiv.), HOBT (1.0 equiv.), and 4-thiophen-2-yl-butyric acid (1.0 equiv.) in DMF and stirred for 2 h. The resulting reaction solution was partitioned into ethyl acetate and aqueous sodium bicarbonate. The organic layer was separated and washed with pH 4.5 citric acid buffer (10% citric acid and sodium hydroxide), dried... As a reaction SMILES: CCCCCCC.C(OCC)(=O)C.C(OC(=O)NCC(CC(=O)NCCC#N)CC(C)C)(C)(C)C.[Br-].[Li+].C[O:39][C:40](=[O:54])[CH:41]([CH2:50][CH:51]([CH3:53])[CH3:52])[CH2:42][C:43]([O:45][C:46]([CH3:49])([CH3:48])[CH3:47])=[O:44]>CC(C)=O>[C:46]([O:45][C:43](=[O:44])[CH2:42][CH:41]([CH2:50][CH:51]([CH3:52])[CH3:53])[C:40]([OH:54])=[O:39])([CH3:49])([CH3:48])[CH3:47] |f:0.1,3.4|. Procedure details: Synthesis of Compound 1 Lithium aluminum hydride (69.4 mL of a 1 M solution in ether, 69.4 mmol) was added dropwise to a stirring solution of cis-cyclobutane-1,2-dicarboxylic acid (5 g, 34.7 mmol) in THF (60 mL) at 0° C. under argon. The mixture was allowed to warm to room temperature and stirred for 16 hours. The mixture was cooled to 0° C. and quenched by careful addition of water (2.7 mL), sodium hydroxide solution (2.7 mL of a 15% w/v solution), and water (8.1 mL). The mixture was stirred fo... The reactants are CCCCCCC.C(C)(=O)OCC (heptane ethyl acetate), C(C)(C)(C)OC(NCC(CC(C)C)CC(NCCC#N)=O)=O ({2-[(2-Cyano-ethylcarbamoyl)-methyl]-4-methyl-pentyl}-carbamic acid tert-butyl ester), [Br-].[Li+] (lithium bromide), COC(C(CC(=O)OC(C)(C)C)CC(C)C)=O (2-Isobutyl-succinic acid-4-t-butyl ester-1-methyl ester). Yield: 95.4%. Product: C(C)(C)(C)OC(CC(C(=O)O)CC(C)C)=O (2-Isobutyl-succinic acid-4-t-butyl ester). Solvent: CC(=O)C (acetone). Reactants: C1OC=2C=C(CCN)C=CC2O1 (3,4-methylenedioxyphenethylamine), ClC=1C2=C(N=C(N1)C=1C=NC=CC1)SC(=C2)[N+](=O)[O-] (4-chloro-2-(pyridin-3-yl)-6-nitro-thieno-[2,3-d]-pyrimidine). The product is N1=CC(=CC=C1)C=1N=C(C2=C(N1)SC(=C2)[N+](=O)[O-])NCCC2=CC1=C(C=C2)OCO1 (2-(pyridin-3-yl)-4-(3,4-methylenedioxyphenethylamino)-6-nitro-thieno-[2,3-d]-pyrimidine). Reaction SMILES: [CH2:1]1[O:12][C:11]2[CH:10]=[CH:9][C:5]([CH2:6][CH2:7][NH2:8])=[CH:4][C:3]=2[O:2]1.Cl[C:14]1[C:15]2[CH:28]=[C:27]([N+:29]([O-:31])=[O:30])[S:26][C:16]=2[N:17]=[C:18]([C:20]2[CH:21]=[N:22][CH:23]=[CH:24][CH:25]=2)[N:19]=1>>[N:22]1[CH:23]=[CH:24][CH:25]=[C:20]([C:18]2[N:19]=[C:14]([NH:8][CH2:7][CH2:6][C:5]3[CH:9]=[CH:10][C:11]4[O:12][CH2:1][O:2][C:3]=4[CH:4]=3)[C:15]3[CH:28]=[C:27]([N+:29]([O-:31])=[O:30])[S:26][C:16]=3[N:17]=2)[CH:21]=1. Procedure details: With the procedure of Example 1, the reaction of 3,4-methylenedioxyphenethylamine with 4-chloro-2-(pyridin-3-yl)-6-nitro-thieno-[2,3-d]-pyrimidine yields 2-(pyridin-3-yl)-4-(3,4-methylenedioxyphenethylamino)-6-nitro-thieno-[2,3-d]-pyrimidine. Reactants: CC(C)(C)OC(=O)NC1CC1c1ccc(F)cc1, C1COCCO1, Cl. Product: NC1CC1c1ccc(F)cc1. As a reaction SMILES: [C:1]([O:2][C:3](=[O:4])[NH:7][CH:8]1[CH:9]([c:11]2[cH:12][cH:13][c:14]([F:17])[cH:15][cH:16]2)[CH2:10]1)([CH3:5])([CH3:6])[CH3:18].[CH2:20]1[O:21][CH2:22][CH2:23][O:24][CH2:25]1.[ClH:19]>>[NH2:7][CH:8]1[CH:9]([c:11]2[cH:12][cH:13][c:14]([F:17])[cH:15][cH:16]2)[CH2:10]1. The reactants are [OH-].[Na+] (NaOH), [N+](=O)([O-])C1=C(C=C(C(=C1)F)N1C(CNCC1)C)NC(C)=O (N-[2-Nitro-4-fluoro-5-(methylpiperazin-1-yl)phenyl]acetamide), CO (methanol), O (water). Conditions: time 6 hour. Yields the product [N+](=O)([O-])C1=C(N)C=C(C(=C1)F)N1CCN(CC1)C (2-nitro-4-fluoro-5-(4-methylpiperazin-1-yl)aniline). Isolated yield 75.0%. As a reaction SMILES: [N+:1]([C:4]1[CH:9]=[C:8]([F:10])[C:7]([N:11]2[CH2:16][CH2:15][NH:14][CH2:13][CH:12]2C)=[CH:6][C:5]=1[NH:18]C(=O)C)([O-:3])=[O:2].[OH-].[Na+].O.[CH3:25]O>>[N+:1]([C:4]1[CH:9]=[C:8]([F:10])[C:7]([N:11]2[CH2:12][CH2:13][N:14]([CH3:25])[CH2:15][CH2:16]2)=[CH:6][C:5]=1[NH2:18])([O-:3])=[O:2] |f:1.2|. Reported procedure: The acetamide (25.0 g, 0.085 mol) (obtained in step 1 above) was dissolved in methanol (160 mL) and 6 M NaOH solution (42 nL) was added dropwise at ca 30° C. and stirred for 6 h. The mixture was cooled in an ice bath and water (300 mL) was added dropwise. The resultant precipitate was collected by filtration and dried to yield 2-nitro-4-fluoro-5-(4-methylpiperazin-1-yl)aniline (16.0 g, 75%) as a brown solid. mp 154-155° C.; IR (KBr) 3383, 1247 cm-1 ; 1H NMR (CDCl3 ) δ 2.32 (s, 3H, CH3), 2.54 (t,... Yields the product C(C)(=O)C1=C(N=C(N1)C)C (5-acetyl-2,4-dimethylimidazole). Yield: 41.0%. Reported procedure: A solution of 6.9 g (0.05 M) of 1-acetyl-2,4-dimethylimidazole in 700 ml of dry tetrahydrofuran was photolyzed in a quartz flask with a short wave ultraviolet light source (254 nm) for 40 hours. The tetrahydrofuran solution was concentrated in vacuo to give an oil which was chromatographed on silica gel using 5% methanol in chloroform as eluent to give 2.8 g (41%) of 5-acetyl-2,4-dimethylimidazole as a white solid, mp 83°-87°. Recrystallization from isopropyl ether gave analytically pure materia... Starting materials: C(C)(=O)N1C(=NC(=C1)C)C (1-acetyl-2,4-dimethylimidazole), O1CCCC1 (tetrahydrofuran). As a reaction SMILES: C([N:4]1[CH:8]=[C:7]([CH3:9])[N:6]=[C:5]1[CH3:10])(=O)C.[O:11]1CC[CH2:13][CH2:12]1>>[C:12]([C:8]1[NH:4][C:5]([CH3:10])=[N:6][C:7]=1[CH3:9])(=[O:11])[CH3:13]. Reactants: Clc1ncc2ccc(Br)cc2n1, CCOC(C)=O, CC(C)O, Cl, Nc1ccc(S(=O)(=O)NCCCN2CCCC2)cc1, C1COCCO1. Yields the product O=S(=O)(NCCCN1CCCC1)c1ccc(Nc2ncc3ccc(Br)cc3n2)cc1. Reaction SMILES: [Br:1][c:2]1[cH:3][cH:4][c:5]2[cH:6][n:7][c:8]([Cl:12])[n:9][c:10]2[cH:11]1.[CH3:43][CH2:44][O:45][C:46](=[O:47])[CH3:48].[CH:39]([OH:40])([CH3:41])[CH3:42].[ClH:32].[NH2:13][c:14]1[cH:15][cH:16][c:17]([S:20](=[O:21])(=[O:22])[NH:23][CH2:24][CH2:25][CH2:26][N:27]2[CH2:28][CH2:29][CH2:30][CH2:31]2)[cH:18][cH:19]1.[O:33]1[CH2:34][CH2:35][O:36][CH2:37][CH2:38]1>>[Br:1][c:2]1[cH:3][cH:4][c:5]2[cH:6][n:7][c:8]([NH:13][c:14]3[cH:15][cH:16][c:17]([S:20](=[O:21])(=[O:22])[NH:23][CH2:24][CH2:25][CH2:26][N:27]4[CH2:28][CH2:29][CH2:30][CH2:31]4)[cH:18][cH:19]3)[n:9][c:10]2[cH:11]1. Reactants: CCC(CC)c1cc(C)nc2c(-c3sc(N4CCOCC4)nc3Br)c(C)nn12, [Li]CCCC, C1CCOC1, [Cl-], O=C1CCC(=O)N1Cl, N. Yields the product CCC(CC)c1cc(C)nc2c(-c3sc(N4CCOCC4)nc3Cl)c(C)nn12. RXN SMILES: [Br:1][c:2]1[n:3][c:4]([N:23]2[CH2:24][CH2:25][O:26][CH2:27][CH2:28]2)[s:5][c:6]1-[c:7]1[c:8]([CH3:22])[n:9][n:10]2[c:11]1[n:12][c:13]([CH3:21])[cH:14][c:15]2[CH:16]([CH2:17][CH3:18])[CH2:19][CH3:20].[CH2:29]([Li:30])[CH2:31][CH2:32][CH3:33].[CH2:44]1[O:45][CH2:46][CH2:47][CH2:48]1.[Cl-:42].[Cl:34][N:35]1[C:36](=[O:37])[CH2:38][CH2:39][C:40]1=[O:41].[NH3:43]>>[c:2]1([Cl:34])[n:3][c:4]([N:23]2[CH2:24][CH2:25][O:26][CH2:27][CH2:28]2)[s:5][c:6]1-[c:7]1[c:8]([CH3:22])[n:9][n:10]2[c:11]1[n:12][c:13]([CH3:21])[cH:14][c:15]2[CH:16]([CH2:17][CH3:18])[CH2:19][CH3:20]. Reactants: C(C)(C)(C)OC(=O)N1CCC(CC1)NC(C(C1=CC=CC=C1)(O)C1CCC1)=O (N-(1-t-butoxycarbonylpiperidin-4-yl)-2-cyclobutyl-2-hydroxy-2-phenylacetamide). Product: CC(=CCCN1CCC(CC1)NC(C(C1=CC=CC=C1)(O)C1CCC1)=O)C (N-[1-(4-methyl-3-pentenyl)-piperidin-4-yl]-2-cyclobutyl-2-hydroxy-2-phenylacetamide). RXN SMILES: C(O[C:6]([N:8]1[CH2:13][CH2:12][CH:11]([NH:14][C:15](=[O:28])[C:16]([CH:24]2[CH2:27][CH2:26][CH2:25]2)([OH:23])[C:17]2[CH:22]=[CH:21][CH:20]=[CH:19][CH:18]=2)[CH2:10][CH2:9]1)=O)(C)(C)C>Cl.O1CCOCC1>[CH3:15][C:16]([CH3:24])=[CH:17][CH2:18][CH2:6][N:8]1[CH2:13][CH2:12][CH:11]([NH:14][C:15](=[O:28])[C:16]([CH:24]2[CH2:25][CH2:26][CH2:27]2)([OH:23])[C:17]2[CH:18]=[CH:19][CH:20]=[CH:21][CH:22]=2)[CH2:10][CH2:9]1. The yield is 174.1%. Conditions: time 8 hour. Procedure details: 1.0 g of N-(1-t-butoxycarbonylpiperidin-4-yl)-2-cyclobutyl-2-hydroxy-2-phenylacetamide was dissolved in 25 ml of a 4N hydrochloric acid solution in dioxane, and this solution was stirred at room temperature overnight. Then, the reaction mixture was evaporated to dryness under reduced pressure to obtain 0.83 g of the title compound. Solvent: Cl (hydrochloric acid), O1CCOCC1 (dioxane).